From a dataset of the Open Reaction Database (ORD), a public repository of structured organic reaction records. describe an organic reaction: reactants, conditions, products, and yield Reactants: S1C(=C(C=C1)SSC1=C(SC=C1)C(=O)[O-])C(=O)OC (methyl 3,3'-dithiobis-thiophene-2-carboxylate), Cl (hydrochloric acid). Solvent: C(C)O (ethanol), [OH-].[Na+] (sodium hydroxide). The product is S1C(=C(C=C1)SSC1=C(SC=C1)C(=O)O)C(=O)O (3,3'-dithio-bis-thiophene-2-carboxylic acid). As a reaction SMILES: [S:1]1[CH:5]=[CH:4][C:3]([S:6][S:7][C:8]2[CH:12]=[CH:11][S:10][C:9]=2[C:13]([O-:15])=[O:14])=[C:2]1[C:16]([O:18]C)=[O:17].Cl>[OH-].[Na+].C(O)C>[S:1]1[CH:5]=[CH:4][C:3]([S:6][S:7][C:8]2[CH:12]=[CH:11][S:10][C:9]=2[C:13]([OH:15])=[O:14])=[C:2]1[C:16]([OH:18])=[O:17] |f:2.3|. Reported procedure: (aaa) 38.9 g of methyl 3,3'-dithiobis-thiophene-2-carboxylate was suspended in 1500 ml of 1N sodium hydroxide solution and 700 ml of ethanol, whereupon the suspension was heated under reflux until the reaction finished. After cooling, in an ice-bath and mixture was acidified with 25 percent hydrochloric acid, whereby the product crystallized out. By recrystallization from water, there was obtained 3,3'-dithio-bis-thiophene-2-carboxylic acid as colorless crystals of m.p. 256°-257°.